This data is from the Open Reaction Database (ORD), a public repository of structured organic reaction records. The task is: describe an organic reaction: reactants, conditions, products, and yield The reactants are Cl, O=C(O)C=Cc1ccc(C(F)(F)F)nc1N1CCCCC1, CC(N)c1ccc(NS(C)(=O)=O)c(F)c1. Product: CC(NC(=O)C=Cc1ccc(C(F)(F)F)nc1N1CCCCC1)c1ccc(NS(C)(=O)=O)c(F)c1. RXN SMILES: [ClH:16].[N:17]1([c:23]2[n:24][c:25]([C:34]([F:35])([F:36])[F:37])[cH:26][cH:27][c:28]2[CH:29]=[CH:30][C:31](=[O:32])[OH:33])[CH2:18][CH2:19][CH2:20][CH2:21][CH2:22]1.[NH2:1][CH:2]([CH3:3])[c:4]1[cH:5][c:6]([F:15])[c:7]([NH:10][S:11](=[O:12])(=[O:13])[CH3:14])[cH:8][cH:9]1>>[NH:1]([CH:2]([CH3:3])[c:4]1[cH:5][c:6]([F:15])[c:7]([NH:10][S:11](=[O:12])(=[O:13])[CH3:14])[cH:8][cH:9]1)[C:31]([CH:30]=[CH:29][c:28]1[c:23]([N:17]2[CH2:18][CH2:19][CH2:20][CH2:21][CH2:22]2)[n:24][c:25]([C:34]([F:35])([F:36])[F:37])[cH:26][cH:27]1)=[O:32]. Reactants: C(=O)NC=1SC=C(N1)C(C(=O)NC1[C@@H]2N(C(=CCS2)C(=O)OCC2=CC=C(C=C2)[N+](=O)[O-])C1=O)=NOCCCC (4-nitrobenzyl 7-[2-(2-formamidothiazol-4-yl)-2-n-butoxyiminoacetamido]-3-cephem-4-carboxylate), O1CCCC1 (tetrahydrofuran), CO (methanol), C(C)(=O)O (acetic acid). The reagents and catalysts are [C].[Pd] (palladium carbon). Solvent: O (water). Reaction conditions: time 3 hour. Yields the product C(=O)NC=1SC=C(N1)C(C(=O)NC1[C@@H]2N(C(=CCS2)C(=O)O)C1=O)=NOCCCC (7-[ 2-(2-formamidothiazol-4-yl)-2-butoxyiminoacetamido]-3-cephem-4-carboxylic acid). Isolated yield 68.8%. As a reaction SMILES: [CH:1]([NH:3][C:4]1[S:5][CH:6]=[C:7]([C:9](=[N:35][O:36][CH2:37][CH2:38][CH2:39][CH3:40])[C:10]([NH:12][CH:13]2[C:33](=[O:34])[N:15]3[C:16]([C:20]([O:22]CC4C=CC([N+]([O-])=O)=CC=4)=[O:21])=[CH:17][CH2:18][S:19][C@H:14]23)=[O:11])[N:8]=1)=[O:2].O1CCCC1.CO.C(O)(=O)C>[C].[Pd].O>[CH:1]([NH:3][C:4]1[S:5][CH:6]=[C:7]([C:9](=[N:35][O:36][CH2:37][CH2:38][CH2:39][CH3:40])[C:10]([NH:12][CH:13]2[C:33](=[O:34])[N:15]3[C:16]([C:20]([OH:22])=[O:21])=[CH:17][CH2:18][S:19][C@H:14]23)=[O:11])[N:8]=1)=[O:2] |f:4.5|. Procedure details: A mixture of 4-nitrobenzyl 7-[2-(2-formamidothiazol-4-yl)-2-n-butoxyiminoacetamido]-3-cephem-4-carboxylate (syn isomer, 34.5 g.), tetrahydrofuran (345 ml.), 10% palladium carbon (14 g.), methanol (140 ml.), acetic acid (2.5 ml.) and water (50 ml.) was subjected to catalytic reduction under ordinary pressure at room temperature for 3 hours. The resultant mixture was filtered, and washed with tetrahydrofuran. The filtrate was concentrated in vacuo, and the residue was dissolved in a mixture of eth... Reactants: C1(=CC=CC=C1)C1=C(OC=2C(C=CC2)=C1)CC(=O)O (3-Phenyl-7-benzofuranacetic acid), S(=O)(=O)(Cl)Cl (sulfuryl chloride). Yields the product ClC1(OC=2C(C=CC2)=CC1C1=CC=CC=C1)CC(=O)O (2-chloro-3-phenyl-7-benzofuranacetic acid). Reaction SMILES: [C:1]1([C:7]2[CH:15]=[C:11]3[CH:12]=[CH:13][CH:14]=[C:10]3[O:9][C:8]=2[CH2:16][C:17]([OH:19])=[O:18])[CH:6]=[CH:5][CH:4]=[CH:3][CH:2]=1.S(Cl)([Cl:23])(=O)=O>C1C=CC=CC=1>[Cl:23][C:8]1([CH2:16][C:17]([OH:19])=[O:18])[CH:7]([C:1]2[CH:2]=[CH:3][CH:4]=[CH:5][CH:6]=2)[CH:15]=[C:11]2[CH:12]=[CH:13][CH:14]=[C:10]2[O:9]1. Procedure details: 3-Phenyl-7-benzofuranacetic acid, 6.0 g., is heated for 15 minutes with 3.4 g. of sulfuryl chloride in 50 ml. of benzene then left at room temperature overnight to give 2-chloro-3-phenyl-7-benzofuranacetic acid which precipitates from the reaction mixture. Recrystallization from benzene-hexane gives material of m.p. 150.5°-152° C. Solvent: C1=CC=CC=C1 (benzene).